This data is from the Open Reaction Database (ORD), a public repository of structured organic reaction records. The task is: describe an organic reaction: reactants, conditions, products, and yield The reactants are O=S(=O)(Oc1ccc2c(ccn2-c2ccc(Br)cc2)c1)C(F)(F)F, C#C[Si](C)(C)C, C1CCNCC1, [Cu]I, [Pd], c1ccc(P(c2ccccc2)c2ccccc2)cc1, c1ccc(P(c2ccccc2)c2ccccc2)cc1, c1ccc(P(c2ccccc2)c2ccccc2)cc1, c1ccc(P(c2ccccc2)c2ccccc2)cc1. Product: C[Si](C)(C)C#Cc1ccc(-n2ccc3cc(OS(=O)(=O)C(F)(F)F)ccc32)cc1. Reaction SMILES: [Br:1][c:2]1[cH:3][cH:4][c:5](-[n:8]2[cH:9][cH:10][c:11]3[cH:12][c:13]([O:17][S:18](=[O:19])(=[O:20])[C:21]([F:22])([F:23])[F:24])[cH:14][cH:15][c:16]23)[cH:6][cH:7]1.[C:25](#[CH:26])[Si:27]([CH3:28])([CH3:29])[CH3:30].[CH2:31]1[CH2:32][CH2:33][NH:34][CH2:35][CH2:36]1.[Cu:114][I:115].[Pd:37].[c:38]1([P:39]([c:40]2[cH:41][cH:42][cH:43][cH:44][cH:45]2)[c:46]2[cH:47][cH:48][cH:49][cH:50][cH:51]2)[cH:52][cH:53][cH:54][cH:55][cH:56]1.[c:57]1([P:58]([c:59]2[cH:60][cH:61][cH:62][cH:63][cH:64]2)[c:65]2[cH:66][cH:67][cH:68][cH:69][cH:70]2)[cH:71][cH:72][cH:73][cH:74][cH:75]1.[c:76]1([P:77]([c:78]2[cH:79][cH:80][cH:81][cH:82][cH:83]2)[c:84]2[cH:85][cH:86][cH:87][cH:88][cH:89]2)[cH:90][cH:91][cH:92][cH:93][cH:94]1.[c:95]1([P:96]([c:97]2[cH:98][cH:99][cH:100][cH:101][cH:102]2)[c:103]2[cH:104][cH:105][cH:106][cH:107][cH:108]2)[cH:109][cH:110][cH:111][cH:112][cH:113]1>>[c:2]1([C:26]#[C:25][Si:27]([CH3:28])([CH3:29])[CH3:30])[cH:3][cH:4][c:5](-[n:8]2[cH:9][cH:10][c:11]3[cH:12][c:13]([O:17][S:18](=[O:19])(=[O:20])[C:21]([F:22])([F:23])[F:24])[cH:14][cH:15][c:16]23)[cH:6][cH:7]1. Reactants: ClC=1C=C(C(=NC1)N)N (5-Chloropyridin-2,3-diamine), N1(CCCCC1)CCOC1=CC=C(C=O)C=C1 (4-(2-Piperidin-1-ylethoxy)benzaldehyde). The yield is 3.4%. Procedure details: 5-Chloropyridin-2,3-diamine (0.200 g, 1.39 mmol) was dissolved in DMF (5 ml). Iron(III)chloride hexahydrate (0.025 g, 0.092 mmol) was added and the mixture heated to 80° C. 4-(2-Piperidin-1-ylethoxy)benzaldehyde (0.33 g, 1.41 mmol) dissolved in DMF (2 ml) was added dropwise, and the reaction mixture was heated at 120° C. for 5 h with air bubbling through the solution. The DMF was removed by evaporation and the solid residue was washed with 1M NaOH and diethyl ether. The crude product was purifie... Conditions: temperature 80 celsius. Run in CN(C)C=O (DMF), CN(C)C=O (DMF). Reaction SMILES: [Cl:1][C:2]1[CH:3]=[C:4]([NH2:9])[C:5]([NH2:8])=[N:6][CH:7]=1.[N:10]1([CH2:16][CH2:17][O:18][C:19]2[CH:26]=[CH:25][C:22]([CH:23]=O)=[CH:21][CH:20]=2)[CH2:15][CH2:14][CH2:13][CH2:12][CH2:11]1>CN(C=O)C.O.O.O.O.O.O.[Fe](Cl)(Cl)Cl>[Cl:1][C:2]1[CH:3]=[C:4]2[N:9]=[C:23]([C:22]3[CH:21]=[CH:20][C:19]([O:18][CH2:17][CH2:16][N:10]4[CH2:15][CH2:14][CH2:13][CH2:12][CH2:11]4)=[CH:26][CH:25]=3)[NH:8][C:5]2=[N:6][CH:7]=1 |f:3.4.5.6.7.8.9|. Reagents/catalysts: O.O.O.O.O.O.[Fe](Cl)(Cl)Cl (Iron(III)chloride hexahydrate). Product: ClC=1C=C2C(=NC1)NC(=N2)C2=CC=C(C=C2)OCCN2CCCCC2 (6-Chloro-2-[4-(2-piperidin-1-ylethoxy)phenyl]-3H-imidazo[4,5-b]pyridine). Reactants: CC1(NC(CC(C1)N1P(N(CC1)C1CC(NC(C1)(C)C)(C)C)(=O)C)(C)C)C (1,3-bis-(2,2,6,6-tetramethylpiperid-4-yl)-2-methyl-2-oxo-1,3,2-diazaphospholane), CC1(NC(CC(C1)N1P(N(CC1)C1CC(NC(C1)(C)C)(C)C)(=O)C)(C)C)C (1,3-bis-(2,2,6,6-tetramethylpiperid-4-yl)-2-methyl-2-oxo-1,3,2-diazaphospholane), C([O-])([O-])=O.[K+].[K+] (potassium carbonate), [I-].[K+] (potassium iodide), C(C=C)Br (allyl bromide), CC(=O)CC (ethyl methyl ketone). Conditions: time 18 hour. Yields the product C(C=C)N1C(CC(CC1(C)C)N1P(N(CC1)C1CC(N(C(C1)(C)C)CC=C)(C)C)(=O)C)(C)C (1,3-bis(1-allyl-2,2,6,6-tetramethylpiperid-4-yl)-2-methyl-2-oxo-1,3,2-diazaphospholane). Reaction SMILES: [CH3:1][C:2]1([CH3:27])[CH2:7][CH:6]([N:8]2[CH2:12][CH2:11][N:10]([CH:13]3[CH2:18][C:17]([CH3:20])([CH3:19])[NH:16][C:15]([CH3:22])([CH3:21])[CH2:14]3)[P:9]2([CH3:24])=[O:23])[CH2:5][C:4]([CH3:26])([CH3:25])[NH:3]1.C(=O)([O-])[O-].[K+].[K+].[I-].[K+].[CH2:36](Br)[CH:37]=[CH2:38].[CH3:40][C:41]([CH2:43]C)=O>>[CH2:36]([N:16]1[C:17]([CH3:19])([CH3:20])[CH2:18][CH:13]([N:10]2[CH2:11][CH2:12][N:8]([CH:6]3[CH2:7][C:2]([CH3:27])([CH3:1])[N:3]([CH2:43][CH:41]=[CH2:40])[C:4]([CH3:26])([CH3:25])[CH2:5]3)[P:9]2([CH3:24])=[O:23])[CH2:14][C:15]1([CH3:22])[CH3:21])[CH:37]=[CH2:38] |f:1.2.3,4.5|. Procedure details: A mixture of 19.9 g (0.05 mole) of 1,3-bis-(2,2,6,6-tetramethylpiperid-4-yl)-2-methyl-2-oxo-1,3,2-diazaphospholane (compound 1), 16.6 g of potassium carbonate, 0.3 g of finely powdered potassium iodide, 24.2 g of allyl bromide and 80 ml of ethyl methyl ketone is stirred for 18 hours at reflux temperature. The mixture is then filtered, the filtrate is freed from the solvent in vacuo and the residual crystalline crude product is recrystallised from acetonitrile, yielding pure 1,3-bis(1-allyl-2,2,6... As a reaction SMILES: [CH2:1]([S:6][C:7]1[N:12]=[C:11]([C:13]2[S:14][C:15]3[CH:23]=[CH:22][CH:21]=[CH:20][C:16]=3[C:17](=[O:19])[N:18]=2)[CH:10]=[CH:9][CH:8]=1)[CH2:2][CH2:3][CH2:4][CH3:5].ClC1C=CC=C(C(OO)=[O:32])C=1>C(Cl)(Cl)Cl>[CH2:1]([S:6]([C:7]1[N:12]=[C:11]([C:13]2[S:14][C:15]3[CH:23]=[CH:22][CH:21]=[CH:20][C:16]=3[C:17](=[O:19])[N:18]=2)[CH:10]=[CH:9][CH:8]=1)=[O:32])[CH2:2][CH2:3][CH2:4][CH3:5]. Starting materials: C(CCCC)SC1=CC=CC(=N1)C=1SC2=C(C(N1)=O)C=CC=C2 (2-[6-(n-Pentylthio)-2-pyridyl]-4H-1,3-benzothiazine-4-one), ClC1=CC(=CC=C1)C(=O)OO (3-chloroperbenzoic acid). Solvent: C(Cl)(Cl)Cl (chloroform), C(Cl)(Cl)Cl (chloroform). Run at time 1 hour. The yield is 47.5%. Procedure details: 2-[6-(n-Pentylthio)-2-pyridyl]-4H-1,3-benzothiazine-4-one (0.15 g, 0.44 mmol) was dissolved in chloroform (50 ml), and a solution of 3-chloroperbenzoic acid (ca. 77%, 0.10 g, 0.46 mmol) in chloroform (10 ml) was added dropwise thereto. The reaction mixture was stirred at room temperature for 1 hr. The solvent was evaporated, and the residue was recrystallized from ethanol to give the titled compound (0.075 g, 48%) as white crystals. Yields the product C(CCCC)S(=O)C1=CC=CC(=N1)C=1SC2=C(C(N1)=O)C=CC=C2 (2-[6(n-Pentylsulfinyl)-2-pyridyl]-4H-1,3-benzothiazine-4-one). Starting materials: ( 4 ), BrC1=C(C=C(C=C1)C)C(OC)OC (1-Bromo-2-(dimethoxymethyl)-4-methylbenzene), BrCCCC=C (5-Bromopent-1-ene). Solvent: C1CCOC1 (THF), C(CCC)[Li] (n-Butyllithium). Conditions: time 30 minute. Product: CC=1C=CC(=C(C=O)C1)CCCC=C (5-methyl-2-(pent-4-enyl)benzaldehyde). Yield: 9.5%. Reaction SMILES: Br[C:2]1[CH:7]=[CH:6][C:5]([CH3:8])=[CH:4][C:3]=1[CH:9]([O:12]C)OC.Br[CH2:15][CH2:16][CH2:17][CH:18]=[CH2:19]>C1COCC1.C([Li])CCC>[CH3:8][C:5]1[CH:6]=[CH:7][C:2]([CH2:19][CH2:18][CH2:17][CH:16]=[CH2:15])=[C:3]([CH:4]=1)[CH:9]=[O:12]. Reported procedure: Step AI (4): 1-Bromo-2-(dimethoxymethyl)-4-methylbenzene (615 mg, 2.51 mmol) was dissolved in THF (10 mL) under N2 atmosphere at −78° C. n-Butyllithium (1.6 M, 3.1 mL) was added and the reaction mixture was stirred for 30 min. 5-Bromopent-1-ene (0.31 mL, 2.64 mmol) was added. The reaction mixture was warmed to rt and stirred for 18 h. The reaction was quenched with the addition of HCl (1.0 N) and was further stirred at rt for 1 h. The reaction mixture was extracted with EtOAc and washed with bri...